Dataset: the Open Reaction Database (ORD), a public repository of structured organic reaction records. Task: describe an organic reaction: reactants, conditions, products, and yield Conditions: time 8 hour. Procedure: 6-(4-Fluoro-2-methoxyphenyl)-5-hydroxymethyl-2,2,4-trimethyl-1,2-dihydroquinoline (Reference Compound No. 4-3, 49.7 mg, 0.15 mmol), 3-aminobenzoic acid (49.0 mg, 0.35 mmol), tri-n-butylphosphine (87.0 μL, 0.35 mmol), and 1,1′-(azodicarbonyl)dipiperidine (89.4 mg, 0.35 mmol) were dissolved in anhydrous benzene (2 mL), and then the mixture was stirred under argon atmosphere at room temperature overnight. Hexane (3 mL)-ethyl acetate (3 mL) were added to the reaction mixture, and unsoluble materials... Reaction SMILES: [F:1][C:2]1[CH:7]=[CH:6][C:5]([C:8]2[C:9]([CH2:21][OH:22])=[C:10]3[C:15](=[CH:16][CH:17]=2)[NH:14][C:13]([CH3:19])([CH3:18])[CH:12]=[C:11]3[CH3:20])=[C:4]([O:23][CH3:24])[CH:3]=1.[NH2:25][C:26]1[CH:27]=[C:28]([CH:32]=[CH:33][CH:34]=1)[C:29](O)=[O:30].C(P(CCCC)CCCC)CCC.N(C(N1CCCCC1)=O)=NC(N1CCCCC1)=O>C1C=CC=CC=1.C(OCC)(=O)C.CCCCCC>[NH2:25][C:26]1[CH:27]=[C:28]([CH:32]=[CH:33][CH:34]=1)[C:29]([O:22][CH2:21][C:9]1[C:8]([C:5]2[CH:6]=[CH:7][C:2]([F:1])=[CH:3][C:4]=2[O:23][CH3:24])=[CH:17][CH:16]=[C:15]2[C:10]=1[C:11]([CH3:20])=[CH:12][C:13]([CH3:19])([CH3:18])[NH:14]2)=[O:30]. Product: NC=1C=C(C(=O)OCC2=C3C(=CC(NC3=CC=C2C2=C(C=C(C=C2)F)OC)(C)C)C)C=CC1 (5-(3-Aminobenzoyloxymethyl)-6-(4-fluoro-2-methoxyphenyl)-2,2,4-trimethyl-1,2-dihydroquinoline). Isolated yield 42.0%. The reactants are FC1=CC(=C(C=C1)C=1C(=C2C(=CC(NC2=CC1)(C)C)C)CO)OC (6-(4-Fluoro-2-methoxyphenyl)-5-hydroxymethyl-2,2,4-trimethyl-1,2-dihydroquinoline), NC=1C=C(C(=O)O)C=CC1 (3-aminobenzoic acid), C(CCC)P(CCCC)CCCC (tri-n-butylphosphine), N(=NC(=O)N1CCCCC1)C(=O)N1CCCCC1 (1,1′-(azodicarbonyl)dipiperidine). Run in C(C)(=O)OCC (ethyl acetate), CCCCCC (Hexane), C1=CC=CC=C1 (benzene). Starting materials: B, COc1ccc([PH](=O)c2ccc(OC)cc2)cc1, Cc1ccccc1, C1CCOC1. Product: B, COc1ccc(Pc2ccc(OC)cc2)cc1. As a reaction SMILES: [BH3:24].[CH3:1][O:2][c:3]1[cH:4][cH:5][c:6]([PH:9]([c:10]2[cH:11][cH:12][c:13]([O:16][CH3:17])[cH:14][cH:15]2)=[O:18])[cH:7][cH:8]1.[CH3:25][c:26]1[cH:27][cH:28][cH:29][cH:30][cH:31]1.[O:19]1[CH2:20][CH2:21][CH2:22][CH2:23]1>>[BH3:24].[CH3:1][O:2][c:3]1[cH:4][cH:5][c:6]([PH:9][c:10]2[cH:11][cH:12][c:13]([O:16][CH3:17])[cH:14][cH:15]2)[cH:7][cH:8]1. Starting materials: ICCCC (iodobutane), C(C)(C)C1=C(NC(NC1=O)=O)C(=O)C=1C=C(C#N)C=C(C1)C (3-(5-isopropyl-2,6-dioxo-1,2,3,6-tetrahydro-pyrimidine-4-carbonyl)-5-methyl-benzonitrile), C(C)(C)C1=C(NC(NC1=O)=O)C(=O)C=1C=C(C#N)C=C(C1)C (3-(5-isopropyl-2,6-dioxo-1,2,3,6-tetrahydro-pyrimidine-4-carbonyl)-5-methyl-benzonitrile), C([O-])([O-])=O.[K+].[K+] (potassium carbonate). Run in CN(C)C=O (DMF). Run at temperature 55 celsius, time 24 hour. The product is C(CCC)N1C(NC(C(=C1C(=O)C=1C=C(C#N)C=C(C1)C)C(C)C)=O)=O (3-(3-butyl-5-isopropyl-2,6-dioxo-1,2,3,6-tetrahydro-pyrimidine-4-carbonyl)-5-methyl-benzonitrile). Yield: 50.4%. RXN SMILES: [CH:1]([C:4]1[C:9](=[O:10])[NH:8][C:7](=[O:11])[NH:6][C:5]=1[C:12]([C:14]1[CH:15]=[C:16]([CH:19]=[C:20]([CH3:22])[CH:21]=1)[C:17]#[N:18])=[O:13])([CH3:3])[CH3:2].C(=O)([O-])[O-].[K+].[K+].I[CH2:30][CH2:31][CH2:32][CH3:33]>CN(C=O)C>[CH2:30]([N:6]1[C:5]([C:12]([C:14]2[CH:15]=[C:16]([CH:19]=[C:20]([CH3:22])[CH:21]=2)[C:17]#[N:18])=[O:13])=[C:4]([CH:1]([CH3:3])[CH3:2])[C:9](=[O:10])[NH:8][C:7]1=[O:11])[CH2:31][CH2:32][CH3:33] |f:1.2.3|. Procedure details: To a stirred mixture of 3-(5-isopropyl-2,6-dioxo-1,2,3,6-tetrahydro-pyrimidine-4-carbonyl)-5-methyl-benzonitrile (Compound 1) (2.97 g, 10 mmol) and powdered anhydrous potassium carbonate (1.66 g, 12 mmol) in DMF (20 mL), was added iodobutane (1.37 mL, 12 mmol). The mixture was then stirred in an oil bath (50-60° C.) for 24 hr. and evaporated in vacuo. The residue was purified by silica gel column chromatography (eluent, ethyl acetate:hexane (1:2)) to afford 1.78 g (50%) of 3-(3-butyl-5-isopropyl... Yields the product COC(=O)C(C)(C)CN1CCN(C2=Nc3ccc(Cl)cc3Cn3cc(C)cc32)CC1. As a reaction SMILES: [C:33](=[O:34])([O-:35])[O-:36].[CH3:19][C:20]([C:21](=[O:22])[O:23][CH3:24])([CH2:25][N:26]1[CH2:27][CH2:28][NH:29][CH2:30][CH2:31]1)[CH3:32].[CH3:39][C:40]#[N:41].[Cl:1][c:2]1[cH:3][cH:4][c:5]2[c:6]([cH:17]1)[CH2:7][n:8]1[c:9]([cH:13][c:14]([CH3:16])[cH:15]1)[C:10]([Cl:12])=[N:11]2.[ClH:18].[K+:37].[K+:38]>>[Cl:1][c:2]1[cH:3][cH:4][c:5]2[c:6]([cH:17]1)[CH2:7][n:8]1[c:9]([cH:13][c:14]([CH3:16])[cH:15]1)[C:10]([N:29]1[CH2:28][CH2:27][N:26]([CH2:25][C:20]([CH3:19])([C:21](=[O:22])[O:23][CH3:24])[CH3:32])[CH2:31][CH2:30]1)=[N:11]2. Starting materials: O=C([O-])[O-], COC(=O)C(C)(C)CN1CCNCC1, CC#N, Cc1cc2n(c1)Cc1cc(Cl)ccc1N=C2Cl, Cl, [K+], [K+].